describe an organic reaction: reactants, conditions, products, and yield From a dataset of the Open Reaction Database (ORD), a public repository of structured organic reaction records. Reactants: C(C1=CC=CC=C1)OC=1C=CC=2C3=C(C(=NC2C1)N)N=C(S3)CCC (7-benzyloxy-2-propylthiazolo[4,5-c]quinolin-4-amine), Br (hydrogen bromide), [OH-].[Na+] (NaOH). The solvent is C(C)(=O)O (acetic acid). Conditions: temperature 65 celsius. Product: OC=1C=CC=2C3=C(C(=NC2C1)N)N=C(S3)CCC (7-hydroxy-2-propylthiazolo[4,5-c]quinolin-4-amine). Yield: 54.2%. As a reaction SMILES: C([O:8][C:9]1[CH:10]=[CH:11][C:12]2[C:13]3[S:22][C:21]([CH2:23][CH2:24][CH3:25])=[N:20][C:14]=3[C:15]([NH2:19])=[N:16][C:17]=2[CH:18]=1)C1C=CC=CC=1.Br.[OH-].[Na+]>C(O)(=O)C>[OH:8][C:9]1[CH:10]=[CH:11][C:12]2[C:13]3[S:22][C:21]([CH2:23][CH2:24][CH3:25])=[N:20][C:14]=3[C:15]([NH2:19])=[N:16][C:17]=2[CH:18]=1 |f:2.3|. Reported procedure: To 7-benzyloxy-2-propylthiazolo[4,5-c]quinolin-4-amine (prepared as described in Example 1, 1.59 g, 4.55 mmol) was added a 30 wt. % solution of hydrogen bromide in acetic acid (25 mL). The resulting solution was heated at 65° C. for 1 h, then cooled in an ice bath. Aqueous NaOH (50% w/w solution) was added slowly until the pH=7 and a light yellow solid formed. The solid was isolated by filtration, dried, and purified by HPFC (silica gel eluting sequentially with 0-10% of a solution comprised of ... Starting materials: CO, COC(=O)c1cnc(Cl)cn1, NN, O. Product: NNC(=O)c1cnc(Cl)cn1. Reaction SMILES: [CH3:15][OH:16].[CH3:1][O:2][C:3](=[O:4])[c:5]1[n:6][cH:7][c:8]([Cl:11])[n:9][cH:10]1.[NH2:13][NH2:14].[OH2:12]>>[O:2]=[C:3]([c:5]1[n:6][cH:7][c:8]([Cl:11])[n:9][cH:10]1)[NH:13][NH2:14]. Reactants: CC(C)(C1=CC=CC=C1)N1N=C(N=N1)C1=CC=CC=C1 (2-(1-methyl-1-phenylethyl)-5-phenyl-2H-tetrazole), BrC1=CC=C(C(=O)OC)C=C1 (methyl 4-bromobenzoate). Reagents/catalysts: [Ni] (nickel). The product is COC(=O)C1=CC=C(C=C1)C1=C(C=CC=C1)C=1N=NN(N1)C(C)(C1=CC=CC=C1)C (2'-[2-(1-methyl-1-phenylethyl)-2H-tetrazol-5-yl]biphenyl-4-carboxylic acid methyl ester). RXN SMILES: [CH3:1][C:2]([N:10]1[N:14]=[N:13][C:12]([C:15]2[CH:20]=[CH:19][CH:18]=[CH:17][CH:16]=2)=[N:11]1)([C:4]1[CH:9]=[CH:8][CH:7]=[CH:6][CH:5]=1)[CH3:3].Br[C:22]1[CH:31]=[CH:30][C:25]([C:26]([O:28][CH3:29])=[O:27])=[CH:24][CH:23]=1>[Ni]>[CH3:29][O:28][C:26]([C:25]1[CH:30]=[CH:31][C:22]([C:16]2[CH:17]=[CH:18][CH:19]=[CH:20][C:15]=2[C:12]2[N:13]=[N:14][N:10]([C:2]([CH3:1])([C:4]3[CH:5]=[CH:6][CH:7]=[CH:8][CH:9]=3)[CH3:3])[N:11]=2)=[CH:23][CH:24]=1)=[O:27]. Reported procedure: reacting the ortho-transmetalated 2-(1-methyl-1-phenylethyl)-5-phenyl-2H-tetrazole with methyl 4-bromobenzoate in the presence of phosphinated nickel catalyst to give 2'-[2-(1-methyl-1-phenylethyl)-2H-tetrazol-5-yl]biphenyl-4-carboxylic acid methyl ester, The reactants are COC(=O)C=1N=CC2=CC(=CC=C2C1O)OC1=CC=CC=C1 (4-hydroxy-7-phenoxy-isoquinoline-3-carboxylic acid methyl ester), NCCCC(=O)O (4-Amino-butyric acid), C[O-].[Na+] (NaOMe). Run in O (water). Reaction conditions: time 24 hour. Yields the product OC1=C(N=CC2=CC(=CC=C12)OC1=CC=CC=C1)C(=O)NCCCC(=O)O (4-[(4-Hydroxy-7-phenoxy-isoquinoline-3-carbonyl)-amino]butyric acid). Reaction SMILES: CO[C:3]([C:5]1[N:6]=[CH:7][C:8]2[C:13]([C:14]=1[OH:15])=[CH:12][CH:11]=[C:10]([O:16][C:17]1[CH:22]=[CH:21][CH:20]=[CH:19][CH:18]=1)[CH:9]=2)=[O:4].[NH2:23][CH2:24][CH2:25][CH2:26][C:27]([OH:29])=[O:28].C[O-].[Na+]>O>[OH:15][C:14]1[C:13]2[C:8](=[CH:9][C:10]([O:16][C:17]3[CH:18]=[CH:19][CH:20]=[CH:21][CH:22]=3)=[CH:11][CH:12]=2)[CH:7]=[N:6][C:5]=1[C:3]([NH:23][CH2:24][CH2:25][CH2:26][C:27]([OH:29])=[O:28])=[O:4] |f:2.3|. Reported procedure: To a solution of 4-hydroxy-7-phenoxy-isoquinoline-3-carboxylic acid methyl ester (1.08 g, 3.66 mmol) in flask was added 4-Amino-butyric acid (3.77 g, 36.6 mmol) and NaOMe (58 mL, 29.28 mmol, 0.5 M solution in MeOH). The reaction mixture was allowed to reflux. After 24 h, the mixture was cooled to rt, and concentrated in vacuo to give residue as a solid. The solid was dissolved in water (50 mL), extracted with CH2Cl2 (2×20 mL). The aqueous solution was acidified by 1N HCl solution, filtered, wash... The product is C=CCOc1cc(O)cc(C(=O)OC)c1C. Reactants: C=CCBr, CN(C)C=O, Cl, [H-], [Na+], COC(=O)c1cc(O)cc(O)c1C. Reaction SMILES: [CH2:14]([CH:15]=[CH2:16])[Br:17].[CH3:21][N:22]([CH3:23])[CH:24]=[O:25].[ClH:20].[H-:18].[Na+:19].[OH:1][c:2]1[c:3]([CH3:13])[c:4]([C:5](=[O:6])[O:7][CH3:8])[cH:9][c:10]([OH:12])[cH:11]1>>[O:1]([c:2]1[c:3]([CH3:13])[c:4]([C:5](=[O:6])[O:7][CH3:8])[cH:9][c:10]([OH:12])[cH:11]1)[CH2:16][CH:15]=[CH2:14]. The reactants are C(C1=CC=CC=C1)OC1=CC=C(C=C1)NC1=C(C=C(C=C1)OC)C(C)=O (1-[2-(4-Benzyloxyphenylamino)-5-methoxyphenyl]ethanone). The reagents and catalysts are [Pd] (palladium-on-carbon). Solvent: C(C)O (ethanol), C(C)(=O)O (acetic acid). Yields the product OC1=CC=C(C=C1)NC1=C(C=C(C=C1)OC)C(C)=O (1-[2-(4-hydroxyphenylamino)-5-methoxyphenyl]ethanone). Isolated yield 80.3%. As a reaction SMILES: C([O:8][C:9]1[CH:14]=[CH:13][C:12]([NH:15][C:16]2[CH:21]=[CH:20][C:19]([O:22][CH3:23])=[CH:18][C:17]=2[C:24](=[O:26])[CH3:25])=[CH:11][CH:10]=1)C1C=CC=CC=1>C(O)C.C(O)(=O)C.[Pd]>[OH:8][C:9]1[CH:10]=[CH:11][C:12]([NH:15][C:16]2[CH:21]=[CH:20][C:19]([O:22][CH3:23])=[CH:18][C:17]=2[C:24](=[O:26])[CH3:25])=[CH:13][CH:14]=1. Procedure: 1-[2-(4-Benzyloxyphenylamino)-5-methoxyphenyl]ethanone (9 g, 0.0258 mole) in 810 ml of ethanol and 90 ml of acetic acid was hydrogenated in a Parr apparatus in the presence of 900 mg of 10% palladium-on-carbon catalyst. After the required amount of hydrogen had been consumed, the reaction mixture was filtered and the solvents removed in vacuo. The residue was partitioned between ether and 10% aqueous sodium bicarbonate. The ether extracts were dried (MgSO4), the solvent removed, and the residue ... The reactants are C1CCOC1, C1CCOC1, CCCCCCC, CC(C)[N-]C(C)C, CCc1ccccc1, CC#N, O=Cc1cccc(OCC2CCCCCC2)c1, [Li+]. RXN SMILES: [CH2:36]1[O:37][CH2:38][CH2:39][CH2:40]1.[CH2:49]1[O:50][CH2:51][CH2:52][CH2:53]1.[CH3:29][CH2:30][CH2:31][CH2:32][CH2:33][CH2:34][CH3:35].[CH3:2][CH:3]([N-:4][CH:5]([CH3:6])[CH3:7])[CH3:8].[CH3:41][CH2:42][c:43]1[cH:44][cH:45][cH:46][cH:47][cH:48]1.[CH3:9][C:10]#[N:11].[CH:12]1([CH2:19][O:20][c:21]2[cH:22][c:23]([CH:24]=[O:25])[cH:26][cH:27][cH:28]2)[CH2:13][CH2:14][CH2:15][CH2:16][CH2:17][CH2:18]1.[Li+:1]>>[CH2:9]([C:10]#[N:11])[CH:24]([c:23]1[cH:22][c:21]([O:20][CH2:19][CH:12]2[CH2:13][CH2:14][CH2:15][CH2:16][CH2:17][CH2:18]2)[cH:28][cH:27][cH:26]1)[OH:25]. Yields the product N#CCC(O)c1cccc(OCC2CCCCCC2)c1.